describe an organic reaction: reactants, conditions, products, and yield From a dataset of the Open Reaction Database (ORD), a public repository of structured organic reaction records. Starting materials: N(=O)[O-].[Na+] (NaNO2), Compound 793, NC=1C=C2C(=CC(NC2=CC1)=O)C(F)(F)F (6-Amino-4-trifluoromethyl-2(1H)-quinolinone), O.O.Cl[Sn]Cl (SnCl2.2H2O), crude compound. The solvent is O (water), Cl (HCl), Cl (HCl). Conditions: temperature -1 celsius, time 1 hour. The product is N(N)C=1C=C2C(=CC(NC2=CC1)=O)C(F)(F)F (6-Hydrazino-4-trifluoromethylquinolin-2(1H)-one). Reaction SMILES: [NH2:1][C:2]1[CH:3]=[C:4]2[C:9](=[CH:10][CH:11]=1)[NH:8][C:7](=[O:12])[CH:6]=[C:5]2[C:13]([F:16])([F:15])[F:14].[N:17]([O-])=O.[Na+].O.O.Cl[Sn]Cl>Cl.O>[NH:1]([C:2]1[CH:3]=[C:4]2[C:9](=[CH:10][CH:11]=1)[NH:8][C:7](=[O:12])[CH:6]=[C:5]2[C:13]([F:16])([F:14])[F:15])[NH2:17] |f:1.2,3.4.5|. Reported procedure: In a 250 mL rb flask a suspension of Compound 200 (structure 3 of Scheme XXXIII) (2.28 g, 10 mmol) in 10 mL conc. HCl was cooled to −1° C. and a solution of NaNO2 (0.40 g, 12 mmol) in water (5 mL) was added dropwise in 20 min. The dark yellow suspension was stirred at −1° C. for 1 h and then a solution of SnCl2.2H2O (5.2 g, 15 mmol) in conc HCl (10 mL) was added dropwise in 10 min. The light yellow suspension of Compound 793 was stirred at −1° C. for 2 h and then used directly or kept in a refri... Reactants: O=C1CCN(CC1)C(=O)OCC1=CC=CC=C1 (benzyl 4-oxopiperidine-1-carboxylate), ClC1=C(C=CC=C1)[Mg]Br (2-chlorophenylmagnesium bromide), BrC1=C(CO)C=CC=C1 (2-bromobenzyl alcohol), C(CCC)[Li] (n-butyllithium). Product: ClC1=C(C=CC=C1)C1(CCN(CC1)C(=O)OCC1=CC=CC=C1)O (Benzyl 4-(2-chlorophenyl)-4-hydroxypiperidine-1-carboxylate). Reaction SMILES: [O:1]=[C:2]1[CH2:7][CH2:6][N:5]([C:8]([O:10][CH2:11][C:12]2[CH:17]=[CH:16][CH:15]=[CH:14][CH:13]=2)=[O:9])[CH2:4][CH2:3]1.[Cl:18][C:19]1[CH:24]=[CH:23][CH:22]=[CH:21][C:20]=1[Mg]Br.BrC1C=CC=CC=1CO.C([Li])CCC>>[Cl:18][C:19]1[CH:24]=[CH:23][CH:22]=[CH:21][C:20]=1[C:2]1([OH:1])[CH2:3][CH2:4][N:5]([C:8]([O:10][CH2:11][C:12]2[CH:17]=[CH:16][CH:15]=[CH:14][CH:13]=2)=[O:9])[CH2:6][CH2:7]1. Reported procedure: 9.74 g of the entitled compound was obtained as a pale yellow oily substance in the same manner as in Production Example 8-3, for which, however, benzyl 4-oxopiperidine-1-carboxylate was used in place of tert-butyl 3-oxo-8-aza-bicyclo-[3.2.1]octane-8-carboxylate used in Production Example 8-3, and 2-chlorophenylmagnesium bromide was used in place of the lithium reagent prepared from 2-bromobenzyl alcohol and n-butyllithium. Starting materials: [Si](O)(O)(O)O.C1(=CC=CC=C1)O (phenol silicate), C=O (formaldehyde), Cl (hydrochloric acid). Product: [Si](O)(O)(O)O.C1(=CC=CC=C1)O.C=O (formaldehyde phenol silicate). As a reaction SMILES: [Si:1]([OH:5])([OH:4])([OH:3])[OH:2].[C:6]1([OH:12])[CH:11]=[CH:10][CH:9]=[CH:8][CH:7]=1.[CH2:13]=[O:14].Cl>>[Si:1]([OH:5])([OH:4])([OH:3])[OH:2].[C:6]1([OH:12])[CH:11]=[CH:10][CH:9]=[CH:8][CH:7]=1.[CH2:13]=[O:14] |f:0.1,4.5.6|. Reported procedure: The phenol silicate compound produced in Example 2 is added to an aqueous solution of formaldehyde in the ratio of 1 to 3 mols. A dilute mineral acid, hydrochloric acid, is added to the mixture until the pH is 5 to 6 then heated to 65° to 120° C. for 10 to 90 minutes while agitating at ambient pressure thereby producing poly (formaldehyde phenol silicate) resinous product. The reactants are CC1(C)C2CCC1(CS(=O)(=O)O)C(=O)C2, O=C(O)c1cccc(CC(CCCS)C(=O)O)c1, Cc1ccccc1. The product is O=C(O)c1cccc(CC2CCCSC2=O)c1. RXN SMILES: [C:19]12([CH2:20][S:21]([OH:22])(=[O:23])=[O:24])[C:25]([CH3:26])([CH3:27])[CH:28]([CH2:29][CH2:30]1)[CH2:31][C:32]2=[O:33].[C:1](=[O:2])([OH:3])[CH:4]([CH2:5][c:6]1[cH:7][c:8]([C:9](=[O:10])[OH:11])[cH:12][cH:13][cH:14]1)[CH2:15][CH2:16][CH2:17][SH:18].[CH3:34][c:35]1[cH:36][cH:37][cH:38][cH:39][cH:40]1>>[C:1]1(=[O:2])[CH:4]([CH2:5][c:6]2[cH:7][c:8]([C:9](=[O:10])[OH:11])[cH:12][cH:13][cH:14]2)[CH2:15][CH2:16][CH2:17][S:18]1. The reagents and catalysts are C=1C=CC(=CC1)/C=C/C(=O)/C=C/C2=CC=CC=C2.C=1C=CC(=CC1)/C=C/C(=O)/C=C/C2=CC=CC=C2.C=1C=CC(=CC1)/C=C/C(=O)/C=C/C2=CC=CC=C2.[Pd].[Pd] (tris(dibenzylideneacetone)dipalladium). Run in O1CCCC1 (tetrahydrofuran), O (water). The product is N12C[C@@H](C(CC1)CC2)NC(=O)C=2OC(=CC2)C2=CC(=CC=C2)N ((R)-N-(1-Azabicyclo[2.2.2]oct-3-yl)(5-(3-aminophenyl)furan-2-carboxamide)). The reactants are N12C[C@@H](C(CC1)CC2)NC(=O)C=2OC(=CC2)Br ((R)-N-(1-azabicyclo[2.2.2]oct-3-yl)(5-bromofuran-2-carboxamide)), C(C)O (ethanol), NC=1C=C(C=CC1)B(O)O (3-aminophenylboronic acid), C([O-])([O-])=O.[Na+].[Na+] (sodium carbonate). Procedure details: Prepared by a method analogous to that described in Example 1 from (R)-N-(1-azabicyclo[2.2.2]oct-3-yl)(5-bromofuran-2-carboxamide) and 3-aminophenylboronic acid, using tetrakis(triphenylphosphine)palladium (0) and sodium carbonate in a mixture of tetrahydrofuran, ethanol and water. The compound was purified by flash chromatography using 5-20% 3.5M methanolic ammonia/chloroform mixtures as the eluent and then by reverse phase HPLC on a Waters Bondapak® C18 column using a gradient of acetonitrile ... RXN SMILES: [N:1]12[CH2:8][CH2:7][CH:4]([CH2:5][CH2:6]1)[C@@H:3]([NH:9][C:10]([C:12]1[O:13][C:14](Br)=[CH:15][CH:16]=1)=[O:11])[CH2:2]2.[NH2:18][C:19]1[CH:20]=[C:21](B(O)O)[CH:22]=[CH:23][CH:24]=1.C(=O)([O-])[O-].[Na+].[Na+].C(O)C>O1CCCC1.C1C=CC(/C=C/C(/C=C/C2C=CC=CC=2)=O)=CC=1.C1C=CC(/C=C/C(/C=C/C2C=CC=CC=2)=O)=CC=1.C1C=CC(/C=C/C(/C=C/C2C=CC=CC=2)=O)=CC=1.[Pd].[Pd].O>[N:1]12[CH2:8][CH2:7][CH:4]([CH2:5][CH2:6]1)[C@@H:3]([NH:9][C:10]([C:12]1[O:13][C:14]([C:23]3[CH:22]=[CH:21][CH:20]=[C:19]([NH2:18])[CH:24]=3)=[CH:15][CH:16]=1)=[O:11])[CH2:2]2 |f:2.3.4,7.8.9.10.11|.